The task is: describe an organic reaction: reactants, conditions, products, and yield. This data is from the Open Reaction Database (ORD), a public repository of structured organic reaction records. Reactants: BrC(Br)(Br)Br, C1CCOC1, CCOC(=O)c1c(NCCO)c2ccccc2n(-c2ccccc2)c1=O, c1ccc(P(c2ccccc2)c2ccccc2)cc1. Product: CCOC(=O)c1c(NCCBr)c2ccccc2n(-c2ccccc2)c1=O. Reaction SMILES: [C:27]([Br:28])([Br:29])([Br:30])[Br:31].[O:51]1[CH2:52][CH2:53][CH2:54][CH2:55]1.[OH:1][CH2:2][CH2:3][NH:4][c:5]1[c:6]([C:22](=[O:23])[O:24][CH2:25][CH3:26])[c:7](=[O:21])[n:8](-[c:15]2[cH:16][cH:17][cH:18][cH:19][cH:20]2)[c:9]2[cH:10][cH:11][cH:12][cH:13][c:14]12.[c:32]1([P:33]([c:34]2[cH:35][cH:36][cH:37][cH:38][cH:39]2)[c:40]2[cH:41][cH:42][cH:43][cH:44][cH:45]2)[cH:46][cH:47][cH:48][cH:49][cH:50]1>>[CH2:2]([CH2:3][NH:4][c:5]1[c:6]([C:22](=[O:23])[O:24][CH2:25][CH3:26])[c:7](=[O:21])[n:8](-[c:15]2[cH:16][cH:17][cH:18][cH:19][cH:20]2)[c:9]2[cH:10][cH:11][cH:12][cH:13][c:14]12)[Br:28]. Starting materials: ice water, N1C(=CC=C1)C=O (pyrrole-2-carboxaldehyde), ClCC(=O)Cl (chloroacetyl chloride), [Cl-].[Al+3].[Cl-].[Cl-] (aluminum chloride). Solvent: ClC(C)Cl (dichloroethane). Yields the product C(=O)C=1NC=C(C1)C(CCl)=O (1-(2-Formylpyrrol-4-yl)-2-chloroethanone). Isolated yield 93.6%. RXN SMILES: [NH:1]1[CH:5]=[CH:4][CH:3]=[C:2]1[CH:6]=[O:7].[Cl-].[Al+3].[Cl-].[Cl-].[Cl:12][CH2:13][C:14](Cl)=[O:15]>ClC(Cl)C>[CH:6]([C:2]1[NH:1][CH:5]=[C:4]([C:14](=[O:15])[CH2:13][Cl:12])[CH:3]=1)=[O:7] |f:1.2.3.4|. Procedure: A mixture of 35 g (0.37 mole) pyrrole-2-carboxaldehyde in 325 ml dichloroethane was stirred under nitrogen in a three-necked, one-liter, round-bottomed flask fitted with an overhead stirrer and addition funnel. To this was added, in portions over a one-hour period, 294 g (2.21 mole) aluminum chloride. After the addition was completed, the mixture was stirred at room temperature for 10 minutes, then 124.7 g (88 ml, 1.10 mole) of chloroacetyl chloride was added dropwise over a one-hour period. The... Starting materials: N1CCNCCC1 (homopiperazine), FC=1C=C(C=CC1F)[N+](=O)[O-] (3.4-difluoronitrobenzene). The solvent is C(C)#N (acetonitrile). The product is FC1=C(C=CC(=C1)[N+](=O)[O-])N1CCNCCC1 (1-(2-Fluoro-4-nitrophenyl)homopiperazine). The yield is 77.3%. RXN SMILES: [NH:1]1[CH2:7][CH2:6][CH2:5][NH:4][CH2:3][CH2:2]1.[F:8][C:9]1[CH:10]=[C:11]([N+:16]([O-:18])=[O:17])[CH:12]=[CH:13][C:14]=1F>C(#N)C>[F:8][C:9]1[CH:10]=[C:11]([N+:16]([O-:18])=[O:17])[CH:12]=[CH:13][C:14]=1[N:1]1[CH2:7][CH2:6][CH2:5][NH:4][CH2:3][CH2:2]1. Procedure: To homopiperazine (5 g, 0.05 mol) in acetonitrile (30 mL), 3.4-difluoronitrobenzene (3.17 g, 0.02 mol) was added and the reaction mixture was heated to reflux for 4 hrs. Then the solvent was evaporated and the residue taken in EtOAc and washed with water and brine solution. The EtOAc layer was dried over anhyd Na2SO4 and evaporated in vacuo. The residue was digested with ether-hexane (1:20), decanted and dried in vacuo to get 3.7 g of final product. The reactants are CCOC(=O)CBr, CCOC(C)=O, CN(C)C=O, [H-], [Na+], O, c1cc2[nH]ccn2n1. The product is CCOC(=O)Cn1ccn2nccc12. As a reaction SMILES: [Br:11][CH2:12][C:13](=[O:14])[O:15][CH2:16][CH3:17].[CH3:18][CH2:19][O:20][C:21](=[O:22])[CH3:23].[CH3:24][N:25]([CH3:26])[CH:27]=[O:28].[H-:1].[Na+:2].[OH2:29].[nH:3]1[cH:4][cH:5][n:6]2[n:7][cH:8][cH:9][c:10]12>>[n:3]1([CH2:12][C:13](=[O:14])[O:15][CH2:16][CH3:17])[cH:4][cH:5][n:6]2[n:7][cH:8][cH:9][c:10]12. Reactants: FC=1C=C(C=CC1OC1=NC=NN2C1=C(C=C2)C=C2CCC(CC2)=O)NC(CC(=O)NC2=CC=C(C=C2)F)=O (N1-(3-Fluoro-4-(5-((4-oxocyclohexylidene)methyl)pyrrolo[2,1-f][1,2,4]triazin-4-yloxy)phenyl)-N3-(4-fluorophenyl)malonamide), [BH4-].[Na+] (sodium borohydride). The solvent is CO (methanol). Reaction conditions: temperature 0 celsius, time 30 minute. Product: FC=1C=C(C=CC1OC1=NC=NN2C1=C(C=C2)C=C2CCC(CC2)O)NC(CC(=O)NC2=CC=C(C=C2)F)=O (N1-(3-Fluoro-4-(5-((4-hydroxycyclohexylidene)methyl)pyrrolo[2,1-f][1,2,4]triazin-4-yloxy)phenyl)-N3-(4-fluorophenyl)malonamide). The yield is 37.5%. Reaction SMILES: [F:1][C:2]1[CH:3]=[C:4]([NH:26][C:27](=[O:39])[CH2:28][C:29]([NH:31][C:32]2[CH:37]=[CH:36][C:35]([F:38])=[CH:34][CH:33]=2)=[O:30])[CH:5]=[CH:6][C:7]=1[O:8][C:9]1[C:14]2=[C:15]([CH:18]=[C:19]3[CH2:24][CH2:23][C:22](=[O:25])[CH2:21][CH2:20]3)[CH:16]=[CH:17][N:13]2[N:12]=[CH:11][N:10]=1.[BH4-].[Na+]>CO>[F:1][C:2]1[CH:3]=[C:4]([NH:26][C:27](=[O:39])[CH2:28][C:29]([NH:31][C:32]2[CH:33]=[CH:34][C:35]([F:38])=[CH:36][CH:37]=2)=[O:30])[CH:5]=[CH:6][C:7]=1[O:8][C:9]1[C:14]2=[C:15]([CH:18]=[C:19]3[CH2:24][CH2:23][CH:22]([OH:25])[CH2:21][CH2:20]3)[CH:16]=[CH:17][N:13]2[N:12]=[CH:11][N:10]=1 |f:1.2|. Reported procedure: To N1-(3-fluoro-4-(5-((4-oxocyclohexylidene)methyl)pyrrolo[2,1-f][1,2,4]triazin-4-yloxy)phenyl)-N3-(4-fluorophenyl)malonamide (80 mg, 0.15 mmol, Example 149) in methanol (2 mL) at 0° C. was added a spatula tip of sodium borohydride. The reaction was stirred at 0° C. for 30 min and was then quenched with saturated aqueous ammonium chloride solution (10 mL) and stirred at 0° C. for 5 min. The mixture was extracted with ethyl acetate (3×10 mL) and the combined organic extracts were dried over anhyd... Reactants: COC1(OC)CC(c2cc(NC(=O)C(F)(F)F)n(C(C)(C)C)n2)C1, CC(C)=O, ClCCl, O, O, Cc1ccc(S(=O)(=O)O)cc1. RXN SMILES: [C:1]([CH3:2])([CH3:3])([CH3:4])[n:5]1[n:6][c:7]([CH:17]2[CH2:18][C:19]([O:21][CH3:24])([O:22][CH3:23])[CH2:20]2)[cH:8][c:9]1[NH:10][C:11]([C:12]([F:13])([F:14])[F:15])=[O:16].[CH3:37][C:38](=[O:39])[CH3:40].[Cl:42][CH2:43][Cl:44].[OH2:25].[OH2:41].[c:26]1([CH3:27])[cH:28][cH:29][c:30]([S:31]([OH:32])(=[O:33])=[O:34])[cH:35][cH:36]1>>[C:1]([CH3:2])([CH3:3])([CH3:4])[n:5]1[n:6][c:7]([CH:17]2[CH2:18][C:19](=[O:21])[CH2:20]2)[cH:8][c:9]1[NH:10][C:11]([C:12]([F:13])([F:14])[F:15])=[O:16]. Yields the product CC(C)(C)n1nc(C2CC(=O)C2)cc1NC(=O)C(F)(F)F. Starting materials: [N+](=O)([O-])C1=C(CNN)C=CC=C1 (o-nitrobenzylhydrazine), C(C)OC(C=C(OCC)N)=O (β-amino-β-ethoxyacrylic acid ethyl ester), C1(=CC=C(C=C1)S(=O)(=O)O)C (p-toluenesulphonic acid). Run in C(C)O (ethanol). Run at time 8 hour. The product is NC=1NN(C(C1)=O)CC1=C(C=CC=C1)[N+](=O)[O-] (3-Amino-1-(2-nitrobenzyl)-pyrazol-5-one). As a reaction SMILES: [N+:1]([C:4]1[CH:12]=[CH:11][CH:10]=[CH:9][C:5]=1[CH2:6][NH:7][NH2:8])([O-:3])=[O:2].C([O:15][C:16](=O)[CH:17]=[C:18]([NH2:22])OCC)C.C1(C)C=CC(S(O)(=O)=O)=CC=1>C(O)C>[NH2:22][C:18]1[NH:8][N:7]([CH2:6][C:5]2[CH:9]=[CH:10][CH:11]=[CH:12][C:4]=2[N+:1]([O-:3])=[O:2])[C:16](=[O:15])[CH:17]=1. Procedure: 47.8 g of o-nitrobenzylhydrazine were added dropwise, under nitrogen, to a solution of 45.5 g of β-amino-β-ethoxyacrylic acid ethyl ester and a pinch of p-toluenesulphonic acid in 200 ml of ethanol. After standing overnight, the solvent was distilled off in vacuo and the residue was treated with a 2:1 mixture of ether and ethanol. The compound identified above which thereupon precipitated was filtered off and recrystallised from ethanol. Melting point: 190°, 23 g (34%). Reactants: ClC=1C=C(C=CC1Cl)SCCCCOC=1C=CC2=C(C(OC(N2)=O)(CC)CC)C1 (6-[4-(3,4-dichloro-phenylmercapto)-butoxy]-4,4-diethyl-4H-3,1-benzoxazin-2-one), OO (hydrogen peroxide). The product is ClC=1C=C(C=CC1Cl)S(=O)CCCCOC=1C=CC2=C(C(OC(N2)=O)(CC)CC)C1 (6-[4-(3,4-Dichloro-phenylsulfinyl)-butoxy]-4,4-diethyl-4H-3,1-benzoxazin-2-one). As a reaction SMILES: [Cl:1][C:2]1[CH:3]=[C:4]([S:9][CH2:10][CH2:11][CH2:12][CH2:13][O:14][C:15]2[CH:16]=[CH:17][C:18]3[NH:23][C:22](=[O:24])[O:21][C:20]([CH2:27][CH3:28])([CH2:25][CH3:26])[C:19]=3[CH:29]=2)[CH:5]=[CH:6][C:7]=1[Cl:8].[OH:30]O>>[Cl:1][C:2]1[CH:3]=[C:4]([S:9]([CH2:10][CH2:11][CH2:12][CH2:13][O:14][C:15]2[CH:16]=[CH:17][C:18]3[NH:23][C:22](=[O:24])[O:21][C:20]([CH2:25][CH3:26])([CH2:27][CH3:28])[C:19]=3[CH:29]=2)=[O:30])[CH:5]=[CH:6][C:7]=1[Cl:8]. Procedure: Prepared analogously to Example 2 from 6-[4-(3,4-dichloro-phenylmercapto)-butoxy]-4,4-diethyl-4H-3,1-benzoxazin-2-one and hydrogen peroxide.